From a dataset of the Open Reaction Database (ORD), a public repository of structured organic reaction records. describe an organic reaction: reactants, conditions, products, and yield Starting materials: C(C)(C)(C)OC(=O)N(S(=O)(=O)C1=CC=CC=C1)C=1N=C2N(C=C(C=C2)C(F)(F)F)C1C (N-(tert-Butoxycarbonyl)-N-(3-methyl-6-trifluoromethylimidazo[1,2-a]pyridin-2-yl)benzenesulfonamide), FC(C(=O)O)(F)F (trifluoroacetic acid). Run in C(Cl)Cl (methylene chloride). Conditions: time 8 hour. The product is CC1=C(N=C2N1C=C(C=C2)C(F)(F)F)NS(=O)(=O)C2=CC=CC=C2 (N-(3-Methyl-6-trifluoromethylimidazo[1,2-a]pyridin-2-yl)benzenesulfonamide). Reaction SMILES: C(OC([N:8]([C:18]1[N:19]=[C:20]2[CH:25]=[CH:24][C:23]([C:26]([F:29])([F:28])[F:27])=[CH:22][N:21]2[C:30]=1[CH3:31])[S:9]([C:12]1[CH:17]=[CH:16][CH:15]=[CH:14][CH:13]=1)(=[O:11])=[O:10])=O)(C)(C)C.FC(F)(F)C(O)=O>C(Cl)Cl>[CH3:31][C:30]1[N:21]2[CH:22]=[C:23]([C:26]([F:27])([F:28])[F:29])[CH:24]=[CH:25][C:20]2=[N:19][C:18]=1[NH:8][S:9]([C:12]1[CH:17]=[CH:16][CH:15]=[CH:14][CH:13]=1)(=[O:11])=[O:10]. Procedure details: To a solution of compound 10-F (0.066 g, 0.084 mmol) in methylene chloride (2 mL) was added trifluoroacetic acid (1 mL) and the resulting mixture was stirred at room temperature overnight. The solvent was evaporated in vacuo and the crude product, isolated as a light yellow oil, was used in the next step without further purification; MS m/z (M+H+) 356. The reactants are CC(=O)c1ccc(F)c(-c2ccccc2C#N)c1, C1COCCO1, O, O=[Se]=O. The product is N#Cc1ccccc1-c1cc(C(=O)C=O)ccc1F. Reaction SMILES: [C:1]([CH3:2])(=[O:3])[c:4]1[cH:5][cH:6][c:7]([F:18])[c:8](-[c:10]2[c:11]([C:16]#[N:17])[cH:12][cH:13][cH:14][cH:15]2)[cH:9]1.[CH2:23]1[O:24][CH2:25][CH2:26][O:27][CH2:28]1.[OH2:19].[Se:20](=[O:21])=[O:22]>>[C:1]([CH:2]=[O:21])(=[O:3])[c:4]1[cH:5][cH:6][c:7]([F:18])[c:8](-[c:10]2[c:11]([C:16]#[N:17])[cH:12][cH:13][cH:14][cH:15]2)[cH:9]1. Starting materials: C(C1=CC=CC=C1)OC1=C(N=C2N(C1=O)CCNC2(C)C)C(=O)NCC2=CC=C(C=C2)F (3-(Benzyloxy)-N-(4-fluorobenzyl)-9,9-dimethyl-4-oxo-6,7,8,9-tetrahydro-4H-pyrazino[1,2-a]pyrimidine-2-carboxamide), C(=O)([O-])[O-].[K+].[K+] (K2CO3), BrCC(=O)OC (methyl bromoacetate). The solvent is CN(C)C=O (DMF). Run at temperature 65 celsius. Yields the product C(C1=CC=CC=C1)OC1=C(N=C2N(C1=O)CCN(C2(C)C)CC(=O)OC)C(=O)NCC2=CC=C(C=C2)F (Methyl (3-(benzyloxy)-2-{[(4-fluorobenzyl)amino]carbonyl}-9,9-dimethyl-4-oxo-4,6,7,9-tetrahydro-8H-pyrazino[1,2-a]pyrimidin-8-yl)acetate). RXN SMILES: [CH2:1]([O:8][C:9]1[C:14](=[O:15])[N:13]2[CH2:16][CH2:17][NH:18][C:19]([CH3:21])([CH3:20])[C:12]2=[N:11][C:10]=1[C:22]([NH:24][CH2:25][C:26]1[CH:31]=[CH:30][C:29]([F:32])=[CH:28][CH:27]=1)=[O:23])[C:2]1[CH:7]=[CH:6][CH:5]=[CH:4][CH:3]=1.C([O-])([O-])=O.[K+].[K+].Br[CH2:40][C:41]([O:43][CH3:44])=[O:42]>CN(C=O)C>[CH2:1]([O:8][C:9]1[C:14](=[O:15])[N:13]2[CH2:16][CH2:17][N:18]([CH2:40][C:41]([O:43][CH3:44])=[O:42])[C:19]([CH3:21])([CH3:20])[C:12]2=[N:11][C:10]=1[C:22]([NH:24][CH2:25][C:26]1[CH:27]=[CH:28][C:29]([F:32])=[CH:30][CH:31]=1)=[O:23])[C:2]1[CH:7]=[CH:6][CH:5]=[CH:4][CH:3]=1 |f:1.2.3|. Procedure details: A mixture of 3-(benzyloxy)-N-(4-fluorobenzyl)-9,9-dimethyl-4-oxo-6,7,8,9-tetrahydro-4H-pyrazino[1,2-a]pyrimidine-2-carboxamide (prepared as described in Example 3, Step 1) (1 eq.), K2CO3 (2 eq.), methyl bromoacetate (2 eq.) in DMF was heated for 24 hours at 65° C. and then was cooled to room temperature. The solvent was removed under reduced pressure and the residue was taken up in EtOAc and washed with brine, dried (Na2SO4), filtered and concentrated under reduced pressure to yield the desired ... Starting materials: Cc1ccc(S(=O)(=O)OC2CCC3(CC2)OCCO3)cc1, Cc1n[nH]c(C)c1I, [H-], [Na+], CN(C)C=O. Yields the product Cc1nn(C2CCC3(CC2)OCCO3)c(C)c1I. As a reaction SMILES: [CH3:11][c:12]1[cH:13][cH:14][c:15]([S:16]([O:17][CH:22]2[CH2:23][CH2:24][C:25]3([O:26][CH2:27][CH2:28][O:29]3)[CH2:30][CH2:31]2)(=[O:18])=[O:19])[cH:20][cH:21]1.[CH3:1][c:2]1[n:3][nH:4][c:5]([CH3:8])[c:6]1[I:7].[H-:9].[Na+:10].[O:32]=[CH:33][N:34]([CH3:35])[CH3:36]>>[CH3:1][c:2]1[n:3]([CH:22]2[CH2:23][CH2:24][C:25]3([O:26][CH2:27][CH2:28][O:29]3)[CH2:30][CH2:31]2)[n:4][c:5]([CH3:8])[c:6]1[I:7]. The reactants are COc1cccc(C=Cc2ccc(C(=O)OC(C)(C)C)c(NC(=O)c3cccc(C)c3C)c2)c1, O=C(O)C(F)(F)F. Product: COc1cccc(C=Cc2ccc(C(=O)O)c(NC(=O)c3cccc(C)c3C)c2)c1. RXN SMILES: [CH3:1][c:2]1[c:3]([C:4](=[O:5])[NH:6][c:7]2[c:8]([C:9](=[O:10])[O:11][C:12]([CH3:13])([CH3:14])[CH3:15])[cH:16][cH:17][c:18]([CH:20]=[CH:21][c:22]3[cH:23][c:24]([O:28][CH3:29])[cH:25][cH:26][cH:27]3)[cH:19]2)[cH:30][cH:31][cH:32][c:33]1[CH3:34].[OH:35][C:36]([C:37]([F:38])([F:39])[F:40])=[O:41]>>[CH3:1][c:2]1[c:3]([C:4](=[O:5])[NH:6][c:7]2[c:8]([C:9](=[O:10])[OH:11])[cH:16][cH:17][c:18]([CH:20]=[CH:21][c:22]3[cH:23][c:24]([O:28][CH3:29])[cH:25][cH:26][cH:27]3)[cH:19]2)[cH:30][cH:31][cH:32][c:33]1[CH3:34]. Starting materials: 0.898, Cl.CN(CCCN=C=NCC)C (1-(3-dimethylaminopropyl)-3-ethylcarbodiimide hydrochloride), CC([C@@H](C(NC)=O)NC([C@H](CCCCCCC)C[C@H](CSC(C1=CC=CC=C1)(C1=CC=CC=C1)C1=CC=CC=C1)O)=O)(C)C ((2R)-2-((2R)-2-Hydroxy-3-tritylsulfanylpropyl)nonanoic acid ((1S)-2,2-dimethyl-1-methylcarbamoylpropyl)amide), N1=CC=CC=C1 (pyridine), FC(C(=O)O)(F)F (trifluoroacetic acid). Run in CCOC(=O)C (EtOAc), CS(=O)C (DMSO). Conditions: time 36 hour. Yields the product CC([C@@H](C(NC)=O)NC([C@H](CCCCCCC)CC(CSC(C1=CC=CC=C1)(C1=CC=CC=C1)C1=CC=CC=C1)=O)=O)(C)C ((2R)-2-(2-Oxo-3-tritylsulfanylpropyl)nonanoic acid ((1S)-2,2-dimethyl-1-methylcarbamoylpropyl)amide). Reaction SMILES: [CH3:1][C:2]([CH3:44])([CH3:43])[C@H:3]([NH:8][C:9](=[O:42])[C@@H:10]([CH2:18][C@@H:19]([OH:41])[CH2:20][S:21][C:22]([C:35]1[CH:40]=[CH:39][CH:38]=[CH:37][CH:36]=1)([C:29]1[CH:34]=[CH:33][CH:32]=[CH:31][CH:30]=1)[C:23]1[CH:28]=[CH:27][CH:26]=[CH:25][CH:24]=1)[CH2:11][CH2:12][CH2:13][CH2:14][CH2:15][CH2:16][CH3:17])[C:4](=[O:7])[NH:5][CH3:6].N1C=CC=CC=1.FC(F)(F)C(O)=O.Cl.CN(C)CCCN=C=NCC>CS(C)=O.CCOC(C)=O>[CH3:43][C:2]([CH3:1])([CH3:44])[C@H:3]([NH:8][C:9](=[O:42])[C@@H:10]([CH2:18][C:19](=[O:41])[CH2:20][S:21][C:22]([C:35]1[CH:36]=[CH:37][CH:38]=[CH:39][CH:40]=1)([C:29]1[CH:30]=[CH:31][CH:32]=[CH:33][CH:34]=1)[C:23]1[CH:24]=[CH:25][CH:26]=[CH:27][CH:28]=1)[CH2:11][CH2:12][CH2:13][CH2:14][CH2:15][CH2:16][CH3:17])[C:4](=[O:7])[NH:5][CH3:6] |f:3.4|. Procedure details: To a solution of 0.962 g (1.562 mmol) of the product of Example 33 in 3mL of DMSO was added 0.505 mL (6.246 mmol) of pyridine followed by 0.120 mL (1.562 mmol) of trifluoroacetic acid and 0.898 (4.685 mmol) of 1-(3-dimethylaminopropyl)-3-ethylcarbodiimide hydrochloride. The reaction mixture was stirred at room temperature for 36 h and then diluted with 200 mL of EtOAc. The resulting solution was washed with 0.1N HCl solution, water, saturated NaHCO3 solution and brine, dried over MgSO4, filtered... Starting materials: COC=1C=C(C(=O)O)C=CC1NC(CC(C)C)C1=C(OC(=C1)C1=CC=CC=C1)C (3-methoxy-4-{[3-methyl-1-(2-methyl-5-phenylfuran-3-yl)butyl]amino}benzoic acid), CNCCC(=O)OCC (ethyl 3-(methylamino)propanoate), Cl.C(C)N=C=NCCCN(C)C (1-ethyl-3-(3-dimethylaminopropyl)carbodiimide hydrochloride), O.OC1=CC=CC=2NN=NC21 (hydroxybenzotriazole monohydrate). Run in C(C)(=O)OCC (Ethyl acetate), CN(C=O)C (N,N-dimethylformamide), C(C)N(CC)CC (triethylamine). Run at time 1 hour. The product is COC=1C=C(C=CC1NC(CC(C)C)C1=C(OC(=C1)C1=CC=CC=C1)C)C(=O)N(CCC(=O)O)C (3-{[(3-methoxy-4-{[3-methyl-1-(2-methyl-5-phenylfuran-3-yl)butyl]amino}phenyl)carbonyl](methyl)amino}propanoic acid). Isolated yield 70.1%. RXN SMILES: [CH3:1][O:2][C:3]1[CH:4]=[C:5]([CH:9]=[CH:10][C:11]=1[NH:12][CH:13]([C:18]1[CH:22]=[C:21]([C:23]2[CH:28]=[CH:27][CH:26]=[CH:25][CH:24]=2)[O:20][C:19]=1[CH3:29])[CH2:14][CH:15]([CH3:17])[CH3:16])C(O)=O.[CH3:30][NH:31][CH2:32][CH2:33][C:34]([O:36]CC)=[O:35].Cl.C(N=C=NCCCN(C)C)C.O.[OH:52][C:53]1C2N=NNC=2C=CC=1>CN(C)C=O.C(OCC)(=O)C.C(N(CC)CC)C>[CH3:1][O:2][C:3]1[CH:4]=[C:5]([C:53]([N:31]([CH3:30])[CH2:32][CH2:33][C:34]([OH:36])=[O:35])=[O:52])[CH:9]=[CH:10][C:11]=1[NH:12][CH:13]([C:18]1[CH:22]=[C:21]([C:23]2[CH:24]=[CH:25][CH:26]=[CH:27][CH:28]=2)[O:20][C:19]=1[CH3:29])[CH2:14][CH:15]([CH3:16])[CH3:17] |f:2.3,4.5|. Procedure: A solution of 3-methoxy-4-{[3-methyl-1-(2-methyl-5-phenylfuran-3-yl)butyl]amino}benzoic acid (197 mg), ethyl 3-(methylamino)propanoate (79 mg), 1-ethyl-3-(3-dimethylaminopropyl)carbodiimide hydrochloride (115 mg), hydroxybenzotriazole monohydrate (92 mg) and triethylamine (84 μL) in N,N-dimethylformamide (10 mL) was stirred at room temperature for 4 hr. Ethyl acetate was added, the mixture was washed with saturated aqueous sodium hydrogen carbonate solution and water, and the organic layer was d...